Dataset: the Open Reaction Database (ORD), a public repository of structured organic reaction records. Task: describe an organic reaction: reactants, conditions, products, and yield Starting materials: OC1=C(C=C(C=C1)C1=NC(NC(=C1)C1=C(C=CC=C1)C(C)C)=O)C (4-(4-hydroxy-3-methylphenyl)-6-[2-(1-methylethyl)phenyl]pyrimidin-2(1H)-one), ClC1=C(C=O)C=CC=C1Cl (2,3-dichlorobenzaldehyde), C(C)(C)C1=C(C=O)C=CC=C1 (2-isopropylbenzaldehyde). Product: OC1=C(C=C(C=C1)C1=NC=NC(=C1)C1=C(C=CC=C1)C(C)C)C (4-(4-hydroxy-3-methylphenyl)-6-[2-(1-methylethyl)phenyl]pyrimidin). Reaction SMILES: [OH:1][C:2]1[CH:7]=[CH:6][C:5]([C:8]2[CH:13]=[C:12]([C:14]3[CH:19]=[CH:18][CH:17]=[CH:16][C:15]=3[CH:20]([CH3:22])[CH3:21])[NH:11][C:10](=O)[N:9]=2)=[CH:4][C:3]=1[CH3:24].ClC1C(Cl)=CC=CC=1C=O.C(C1C=CC=CC=1C=O)(C)C>>[OH:1][C:2]1[CH:7]=[CH:6][C:5]([C:8]2[CH:13]=[C:12]([C:14]3[CH:19]=[CH:18][CH:17]=[CH:16][C:15]=3[CH:20]([CH3:21])[CH3:22])[N:11]=[CH:10][N:9]=2)=[CH:4][C:3]=1[CH3:24]. Procedure: Using the same or analogous synthetic techniques described in Example 68, 4-(4-hydroxy-3-methylphenyl)-6-[2-(1-methylethyl)phenyl]pyrimidin-2(1H)-one was prepared by replacing 2,3-dichlorobenzaldehyde with commercially available 2-isopropylbenzaldehyde. The reactants are Cl, C1COCCO1, CCCCC(NC(=O)OC(C)(C)C)C(O)CNS(=O)(=O)c1ccccn1, CCCCC(NC(=O)OC(C)(C)C)C(O)CNS(=O)(=O)c1ccccn1. The product is Cl, CCCCC(N)C(O)CNS(=O)(=O)c1ccccn1. RXN SMILES: [ClH:53].[O:54]1[CH2:55][CH2:56][O:57][CH2:58][CH2:59]1.[OH:1][CH:2]([CH2:3][NH:4][S:5](=[O:6])(=[O:7])[c:8]1[n:9][cH:10][cH:11][cH:12][cH:13]1)[CH:14]([CH2:15][CH2:16][CH2:17][CH3:18])[NH:19][C:20](=[O:21])[O:22][C:23]([CH3:24])([CH3:25])[CH3:26].[OH:27][CH:28]([CH:29]([NH:30][C:31](=[O:32])[O:33][C:34]([CH3:35])([CH3:36])[CH3:37])[CH2:38][CH2:39][CH2:40][CH3:41])[CH2:42][NH:43][S:44]([c:45]1[cH:46][cH:47][cH:48][cH:49][n:50]1)(=[O:51])=[O:52]>>[ClH:53].[OH:1][CH:2]([CH2:3][NH:4][S:5](=[O:6])(=[O:7])[c:8]1[n:9][cH:10][cH:11][cH:12][cH:13]1)[CH:14]([CH2:15][CH2:16][CH2:17][CH3:18])[NH2:19]. The reactants are ClC=1C=CN2C(C(=CC(=C2C1C)C1CC1)C(=O)OC)=O (methyl 8-chloro-1-cyclopropyl-9-methyl-4-oxo-4H-quinolizine-3-carboxylate), CC1(OB(OC1(C)C)C=1C=CC(=NC1)N1CCN(CC1)C(=O)OC(C)(C)C)C (tert-butyl 4-(5-(4,4,5,5-tetramethyl-1,3,2-dioxaborolan-2-yl)pyridin-2-yl)piperazine-1-carboxylate). The product is C(C)(C)(C)OC(=O)N1CCN(CC1)C1=CC=C(C=N1)C=1C=CN2C(C(=CC(=C2C1C)C1CC1)C(=O)OC)=O (methyl 8-(6-(4-(tert-butoxycarbonyl)piperazin-1-yl)pyridin-3-yl)-1-cyclopropyl-9-methyl-4-oxo-4H-quinolizine-3-carboxylate). Reaction SMILES: Cl[C:2]1[CH:3]=[CH:4][N:5]2[C:10]([C:11]=1[CH3:12])=[C:9]([CH:13]1[CH2:15][CH2:14]1)[CH:8]=[C:7]([C:16]([O:18][CH3:19])=[O:17])[C:6]2=[O:20].CC1(C)C(C)(C)OB([C:29]2[CH:30]=[CH:31][C:32]([N:35]3[CH2:40][CH2:39][N:38]([C:41]([O:43][C:44]([CH3:47])([CH3:46])[CH3:45])=[O:42])[CH2:37][CH2:36]3)=[N:33][CH:34]=2)O1>>[C:44]([O:43][C:41]([N:38]1[CH2:39][CH2:40][N:35]([C:32]2[N:33]=[CH:34][C:29]([C:2]3[CH:3]=[CH:4][N:5]4[C:10]([C:11]=3[CH3:12])=[C:9]([CH:13]3[CH2:15][CH2:14]3)[CH:8]=[C:7]([C:16]([O:18][CH3:19])=[O:17])[C:6]4=[O:20])=[CH:30][CH:31]=2)[CH2:36][CH2:37]1)=[O:42])([CH3:47])([CH3:45])[CH3:46]. Reported procedure: Methyl 8-(6-(4-(tert-butoxycarbonyl)piperazin-1-yl)pyridin-3-yl)-1-cyclopropyl-9-methyl-4-oxo-4H-quinolizine-3-carboxylate was prepared according to General Procedure A from methyl 8-chloro-1-cyclopropyl-9-methyl-4-oxo-4H-quinolizine-3-carboxylate (100 mg, 0.34 mmol) and tert-butyl 4-(5-(4,4,5,5-tetramethyl-1,3,2-dioxaborolan-2-yl)pyridin-2-yl)piperazine-1-carboxylate (159.9 mg, 0.41 mmol). Purification by flash silica column chromatography (DCM:MeOH) (1:0 to 9:1) afforded quantitatively the tit... The reactants are C(C)(C)(C)OC(=O)N1C[C@H](CC1)C(CC)O ((S)-3-(1-Hydroxypropyl)pyrrolidine-1-carboxylic acid t-butyl ester). Solvent: CC(=O)O.O (AcOH H2O). Conditions: time 1 hour. The product is C(C)(C)(C)OC(=O)N1C[C@H](CC1)[C@H](CC)O ((S)-3-((S)-1-Hydroxypropyl)pyrrolidine-1-carboxylic Acid t-Butyl Ester). Reaction SMILES: [C:1]([O:5][C:6]([N:8]1[CH2:12][CH2:11][C@H:10]([CH:13]([OH:16])[CH2:14][CH3:15])[CH2:9]1)=[O:7])([CH3:4])([CH3:3])[CH3:2]>CC(O)=O.O>[C:1]([O:5][C:6]([N:8]1[CH2:12][CH2:11][C@H:10]([C@@H:13]([OH:16])[CH2:14][CH3:15])[CH2:9]1)=[O:7])([CH3:4])([CH3:3])[CH3:2] |f:1.2|. Procedure details: (S)-3-(1-Hydroxypropyl)pyrrolidine-1-carboxylic acid t-butyl ester (1.5 g, 6.5 mmol) was purified by preparative HPLC. The residue was dissolved in 50% AcOH/H2O and the diastereomers were separated using a gradient of 10-50% AcOH/H2O (0.05% TFA) over 80 minutes on a 2″ column at 40 mL/min. The collected fractions were lyophilized to yield each diastcrcomcr as an oil (565 mg, SS, 1st eluting peak; 565 mg, SR, 2nd eluting peak). Each diastereomer was dissolved in DCM (4 mL) and HCO3 resin (1 gΠ1.9... Starting materials: N#CC1(O)CC2CCC(C1)N2CC(F)(F)F, [Na+], [Na+], O=C([O-])[O-], O=P(Cl)(Cl)Cl, c1ccncc1. Yields the product N#CC1=CC2CCC(C1)N2CC(F)(F)F. RXN SMILES: [C:6](#[N:7])[C:8]1([OH:21])[CH2:9][CH:10]2[CH2:11][CH2:12][CH:13]([CH2:14]1)[N:15]2[CH2:16][C:17]([F:18])([F:19])[F:20].[Na+:22].[Na+:23].[O-:24][C:25](=[O:26])[O-:27].[P:1]([Cl:2])([Cl:3])([Cl:4])=[O:5].[cH:28]1[cH:29][cH:30][n:31][cH:32][cH:33]1>>[C:6](#[N:7])[C:8]1=[CH:14][CH:13]2[CH2:12][CH2:11][CH:10]([CH2:9]1)[N:15]2[CH2:16][C:17]([F:18])([F:19])[F:20]. Reactants: C1(=NNC=2C1=C1C(=NC2)NC=C1)[C@H]1CC(CC1)N ((3R)-3-(3,6-Dihydropyrazolo[4,3-d]pyrrolo[2,3-b]pyridin-1-yl)cyclopentanamine), ClC1=NC=C(C#N)C=C1 (6-chloronicotinonitrile), CCN(C(C)C)C(C)C (DIEA). The solvent is CCO (EtOH). The product is C1(=NNC=2C1=C1C(=NC2)NC=C1)[C@H]1C[C@@H](CC1)NC1=NC=C(C#N)C=C1 (6-((1R,3R)-3-(3,6-dihydropyrazolo[4,3-d]pyrrolo[2,3-b]pyridin-1-yl)cyclopentylamino)nicotinonitrile). Isolated yield 4.0%. RXN SMILES: [C:1]1([C@@H:13]2[CH2:17][CH2:16][CH:15]([NH2:18])[CH2:14]2)[C:5]2=[C:6]3[CH:12]=[CH:11][NH:10][C:7]3=[N:8][CH:9]=[C:4]2[NH:3][N:2]=1.Cl[C:20]1[CH:27]=[CH:26][C:23]([C:24]#[N:25])=[CH:22][N:21]=1.CCN(C(C)C)C(C)C>CCO>[C:1]1([C@@H:13]2[CH2:17][CH2:16][C@@H:15]([NH:18][C:20]3[CH:27]=[CH:26][C:23]([C:24]#[N:25])=[CH:22][N:21]=3)[CH2:14]2)[C:5]2=[C:6]3[CH:12]=[CH:11][NH:10][C:7]3=[N:8][CH:9]=[C:4]2[NH:3][N:2]=1. Reported procedure: (3R)-3-(3,6-Dihydropyrazolo[4,3-d]pyrrolo[2,3-b]pyridin-1-yl)cyclopentanamine (0.12 g, 0.48 mmol, Preparation #29), 6-chloronicotinonitrile (0.069 g, 0.48 mmol), and DIEA (0.13 mL, 0.75 mmol) were heated in EtOH (3.0 mL) at about 80° C. for about 10 h. The solvent was removed under reduced pressure and the crude material was purified by RP-HPLC (Table 2, Method h) to give 6-((1R,3R)-3-(3,6-dihydropyrazolo[4,3-d]pyrrolo[2,3-b]pyridin-1-yl)cyclopentylamino)nicotinonitrile (0.007, 4%): LC/MS (Table... Reactants: BrC1=CC=C(OC=2C=C(CO)C=CC2)C=C1 (3-(4-bromophenoxy)benzyl alcohol), P(Br)(Br)Br (phosphorus tribromide). Yields the product BrC1=CC=C(OC=2C=C(CBr)C=CC2)C=C1 (3-(4-bromophenoxy)benzyl bromide). As a reaction SMILES: [Br:1][C:2]1[CH:16]=[CH:15][C:5]([O:6][C:7]2[CH:8]=[C:9]([CH:12]=[CH:13][CH:14]=2)[CH2:10]O)=[CH:4][CH:3]=1.P(Br)(Br)[Br:18]>>[Br:1][C:2]1[CH:16]=[CH:15][C:5]([O:6][C:7]2[CH:8]=[C:9]([CH:12]=[CH:13][CH:14]=2)[CH2:10][Br:18])=[CH:4][CH:3]=1. Reported procedure: This compound was prepared from 3-(4-bromophenoxy)benzyl alcohol by a standard reaction with phosphorus tribromide. The reactants are O=C([O-])[O-], CO, CCCC1C(=O)N(CCl)S(=O)(=O)N1CC, O=C(O)c1c(Cl)cccc1Cl, [Cs+], [Cs+], [Cs], CN(C)C=O. Product: CCCC1C(=O)N(COC(=O)c2c(Cl)cccc2Cl)S(=O)(=O)N1CC. Reaction SMILES: [C:13](=[O:14])([O-:15])[O-:16].[CH3:34][OH:35].[Cl:19][CH2:20][N:21]1[S:22](=[O:32])(=[O:33])[N:23]([CH2:30][CH3:31])[CH:24]([CH2:27][CH2:28][CH3:29])[C:25]1=[O:26].[Cl:2][c:3]1[c:4]([C:5](=[O:6])[OH:7])[c:8]([Cl:12])[cH:9][cH:10][cH:11]1.[Cs+:17].[Cs+:18].[Cs:1].[O:36]=[CH:37][N:38]([CH3:39])[CH3:40]>>[Cl:2][c:3]1[c:4]([C:5](=[O:6])[O:7][CH2:20][N:21]2[S:22](=[O:32])(=[O:33])[N:23]([CH2:30][CH3:31])[CH:24]([CH2:27][CH2:28][CH3:29])[C:25]2=[O:26])[c:8]([Cl:12])[cH:9][cH:10][cH:11]1. The reactants are Clc1nc2ccccc2o1, CCOC(=O)N1CCC(N)CC1, CN(C)C=O. The product is CCOC(=O)N1CCC(Nc2nc3ccccc3o2)CC1. As a reaction SMILES: [Cl:1][c:2]1[o:3][c:4]2[c:5]([n:6]1)[cH:7][cH:8][cH:9][cH:10]2.[NH2:11][CH:12]1[CH2:13][CH2:14][N:15]([C:18](=[O:19])[O:20][CH2:21][CH3:22])[CH2:16][CH2:17]1.[O:23]=[CH:24][N:25]([CH3:26])[CH3:27]>>[c:2]1([NH:11][CH:12]2[CH2:13][CH2:14][N:15]([C:18](=[O:19])[O:20][CH2:21][CH3:22])[CH2:16][CH2:17]2)[o:3][c:4]2[c:5]([n:6]1)[cH:7][cH:8][cH:9][cH:10]2. Starting materials: C(CCCCCCCCCCC)C=1N=NN(N1)C(C(=O)OCC)CCCCCCCCCCCC (ethyl (±)-5-dodecyl-α-dodecyl-2H-tetrazole-2-acetate), C(CCCCCCCCC)C=1N=NN(N1)C(C(=O)OCC)C1=CC=CC=C1 (ethyl (±)-5-decyl-α-phenyl-2H-tetrazole-2-acetate). Product: C(CCCCCCCCCCC)C=1N=NN(N1)C(C(=O)O)CCCCCCCCCCCC ((±)-5-dodecyl-α-dodecyl-2H-tetrazole-2-acetic acid). As a reaction SMILES: [CH2:1]([C:13]1[N:14]=[N:15][N:16]([CH:18]([CH2:24][CH2:25][CH2:26][CH2:27][CH2:28][CH2:29][CH2:30][CH2:31][CH2:32][CH2:33][CH2:34][CH3:35])[C:19]([O:21]CC)=[O:20])[N:17]=1)[CH2:2][CH2:3][CH2:4][CH2:5][CH2:6][CH2:7][CH2:8][CH2:9][CH2:10][CH2:11][CH3:12].C(C1N=NN(C(C2C=CC=CC=2)C(OCC)=O)N=1)CCCCCCCCC>>[CH2:1]([C:13]1[N:14]=[N:15][N:16]([CH:18]([CH2:24][CH2:25][CH2:26][CH2:27][CH2:28][CH2:29][CH2:30][CH2:31][CH2:32][CH2:33][CH2:34][CH3:35])[C:19]([OH:21])=[O:20])[N:17]=1)[CH2:2][CH2:3][CH2:4][CH2:5][CH2:6][CH2:7][CH2:8][CH2:9][CH2:10][CH2:11][CH3:12]. Procedure: When in the general procedure of Example 79 an appropriate amount of ethyl (±)-5-dodecyl-α-dodecyl-2H-tetrazole-2-acetate was substituted for ethyl (±)-5-decyl-α-phenyl-2H-tetrazole-2-acetate, the title compound was obtained, mp 57°-59° C.